This data is from the Open Reaction Database (ORD), a public repository of structured organic reaction records. The task is: describe an organic reaction: reactants, conditions, products, and yield The reactants are CC1(C)SC2C(NC(=O)C(N)c3ccccc3)C(=O)N2C1C(=O)O, O=C(Cl)N1CS(=O)(=O)NC1=O. The product is O=C(Cl)N1CCS(=O)(=O)NC1=O. As a reaction SMILES: [CH:12]12[CH:13]([NH:14][C:15]([CH:16]([c:17]3[cH:18][cH:19][cH:20][cH:21][cH:22]3)[NH2:23])=[O:24])[C:25](=[O:26])[N:27]1[CH:28]([C:29](=[O:30])[OH:31])[C:32]([CH3:33])([CH3:34])[S:35]2.[Cl:1][C:2](=[O:3])[N:4]1[C:5](=[O:11])[NH:6][S:7](=[O:9])(=[O:10])[CH2:8]1>>[Cl:1][C:2](=[O:3])[N:4]1[C:5](=[O:11])[NH:6][S:7](=[O:9])(=[O:10])[CH2:12][CH2:8]1. Reactants: BrC1=CC=CC2=CC=CC=C12 (1-bromonaphthalene), Cl (HCl). Reagents/catalysts: Cl[Ni]([P](C1=CC=CC=C1)(C2=CC=CC=C2)C3=CC=CC=C3)([P](C4=CC=CC=C4)(C5=CC=CC=C5)C6=CC=CC=C6)Cl (bis(triphenylphosphine)nickel dichloride). Run in C1(=CC=CC=C1)C (toluene). Product: C1(=CC=CC2=CC=CC=C12)C1=C(C=CC=C1)C (2-(1-Naphthyl)toluene). Isolated yield 184.8%. As a reaction SMILES: Br[C:2]1[C:11]2[C:6](=[CH:7][CH:8]=[CH:9][CH:10]=2)[CH:5]=[CH:4][CH:3]=1.Cl>C1(C)C=CC=CC=1.Cl[Ni](Cl)([P](C1C=CC=CC=1)(C1C=CC=CC=1)C1C=CC=CC=1)[P](C1C=CC=CC=1)(C1C=CC=CC=1)C1C=CC=CC=1>[C:2]1([C:5]2[CH:4]=[CH:3][CH:2]=[CH:11][C:6]=2[CH3:7])[C:11]2[C:6](=[CH:7][CH:8]=[CH:9][CH:10]=2)[CH:5]=[CH:4][CH:3]=1 |^1:22,41|. Procedure details: The Grignard solution was subsequently added dropwise to a solution of 118 g (0.57 mol) of 1-bromonaphthalene and 3.5 g of bis(triphenylphosphine)nickel dichloride in 800 cm3 of toluene at such a rate that the internal temperature did not exceed 50° C. The mixture was subsequently refluxed for a further 3 hours, 500 ml of 10% strength aqueous HCl were added, the phases were separated, and the organic phase was freed from solvent in vacuo. Filtration through silica gel (hexane) gave 115 g (92%) o... Reactants: CCOC(=S)Cl, Nc1nc2c(s1)C(=O)CCC2, c1ccncc1. Product: CCOC(=S)Nc1nc2c(s1)C(=O)CCC2. RXN SMILES: [Cl:12][C:13](=[S:14])[O:15][CH2:16][CH3:17].[NH2:1][c:2]1[s:3][c:4]2[c:5]([n:6]1)[CH2:7][CH2:8][CH2:9][C:10]2=[O:11].[cH:18]1[cH:19][cH:20][n:21][cH:22][cH:23]1>>[NH:1]([c:2]1[s:3][c:4]2[c:5]([n:6]1)[CH2:7][CH2:8][CH2:9][C:10]2=[O:11])[C:13](=[S:14])[O:15][CH2:16][CH3:17].